This data is from the Open Reaction Database (ORD), a public repository of structured organic reaction records. The task is: describe an organic reaction: reactants, conditions, products, and yield As a reaction SMILES: [CH3:32][C:33](=[O:34])[OH:35].[CH3:36][CH2:37][OH:38].[ClH:1].[NH2:2][N:3]=[CH:4][c:5]1[cH:6][cH:7][c:8]([C:11]2=[N:12][O:13][C:14]3([CH2:15]2)[CH2:16][CH2:17][N:18]([CH2:21][CH2:22][CH2:23][CH2:24][C:25](=[O:26])[O:27][CH2:28][CH3:29])[CH2:19][CH2:20]3)[cH:9][cH:10]1.[Na+:31].[OH-:30]>>[NH2:2][N:3]=[CH:4][c:5]1[cH:6][cH:7][c:8]([C:11]2=[N:12][O:13][C:14]3([CH2:15]2)[CH2:16][CH2:17][N:18]([CH2:21][CH2:22][CH2:23][CH2:24][C:25](=[O:26])[OH:27])[CH2:19][CH2:20]3)[cH:9][cH:10]1. Product: NN=Cc1ccc(C2=NOC3(CCN(CCCCC(=O)O)CC3)C2)cc1. Starting materials: CC(=O)O, CCO, Cl, CCOC(=O)CCCCN1CCC2(CC1)CC(c1ccc(C=NN)cc1)=NO2, [Na+], [OH-]. Reactants: BrCc1ccccc1, COC1CC(O)C(COC(c2ccccc2)(c2ccccc2)c2ccccc2)O1, [H-], [Na+], C1CCOC1, c1ccncc1. Yields the product COC1CC(OCc2ccccc2)C(COC(c2ccccc2)(c2ccccc2)c2ccccc2)O1. As a reaction SMILES: [Br:3][CH2:4][c:5]1[cH:6][cH:7][cH:8][cH:9][cH:10]1.[C:11]([c:12]1[cH:13][cH:14][cH:15][cH:16][cH:17]1)([c:18]1[cH:19][cH:20][cH:21][cH:22][cH:23]1)([c:24]1[cH:25][cH:26][cH:27][cH:28][cH:29]1)[O:30][CH2:31][CH:32]1[CH:33]([OH:39])[CH2:34][CH:35]([O:36][CH3:37])[O:38]1.[H-:1].[Na+:2].[O:46]1[CH2:47][CH2:48][CH2:49][CH2:50]1.[cH:40]1[cH:41][cH:42][n:43][cH:44][cH:45]1>>[CH2:4]([c:5]1[cH:6][cH:7][cH:8][cH:9][cH:10]1)[O:39][CH:33]1[CH:32]([CH2:31][O:30][C:11]([c:12]2[cH:13][cH:14][cH:15][cH:16][cH:17]2)([c:18]2[cH:19][cH:20][cH:21][cH:22][cH:23]2)[c:24]2[cH:25][cH:26][cH:27][cH:28][cH:29]2)[O:38][CH:35]([O:36][CH3:37])[CH2:34]1. Starting materials: N[C@H](C(=O)OC)CC1=CC=C(C=C1)C=1C(N(C2=CC=CC=C2C1OC)C)=O (methyl (2S)-2-amino-3-[4-(4-methoxy-1-methyl-2-oxo-1,2-dihydro-3-quinolinyl)phenyl]propionate), ClC1=C(C(=O)O)C(=CC=C1)C (2-chloro-6-methylbenzoic acid). Product: ClC1=C(C(=O)N[C@H](C(=O)OC)CC2=CC=C(C=C2)C=2C(N(C3=CC=CC=C3C2OC)C)=O)C(=CC=C1)C (methyl (2S)-2-[(2-chloro-6-methylbenzoyl)amino]-3-[4-(4-methoxy-1-methyl-2-oxo-1,2-dihydro-3-quinolinyl)phenyl]propionate). As a reaction SMILES: [NH2:1][C@@H:2]([CH2:7][C:8]1[CH:13]=[CH:12][C:11]([C:14]2[C:15](=[O:27])[N:16]([CH3:26])[C:17]3[C:22]([C:23]=2[O:24][CH3:25])=[CH:21][CH:20]=[CH:19][CH:18]=3)=[CH:10][CH:9]=1)[C:3]([O:5][CH3:6])=[O:4].[Cl:28][C:29]1[CH:37]=[CH:36][CH:35]=[C:34]([CH3:38])[C:30]=1[C:31](O)=[O:32]>>[Cl:28][C:29]1[CH:37]=[CH:36][CH:35]=[C:34]([CH3:38])[C:30]=1[C:31]([NH:1][C@@H:2]([CH2:7][C:8]1[CH:13]=[CH:12][C:11]([C:14]2[C:15](=[O:27])[N:16]([CH3:26])[C:17]3[C:22]([C:23]=2[O:24][CH3:25])=[CH:21][CH:20]=[CH:19][CH:18]=3)=[CH:10][CH:9]=1)[C:3]([O:5][CH3:6])=[O:4])=[O:32]. Procedure: The compound obtained as an intermediate in Process 3 of Example 6, that is, methyl (2S)-2-amino-3-[4-(4-methoxy-1-methyl-2-oxo-1,2-dihydro-3-quinolinyl)phenyl]propionate (50 mg) was acylated with 2-chloro-6-methylbenzoic acid by the same procedure as that of Process 1 of Example 17 to obtain methyl (2S)-2-[(2-chloro-6-methylbenzoyl)amino]-3-[4-(4-methoxy-1-methyl-2-oxo-1,2-dihydro-3-quinolinyl)phenyl]propionate (38 mg). Starting materials: CN1CCNCC1 (1-Methylpiperazine), BrC=1C=C(CBr)C=CC1 (3-bromobenzyl bromide). Solvent: C1CCOC1 (THF), C1CCOC1 (THF). Run at time 2 hour. Yields the product BrC=1C=C(CN2CCN(CC2)C)C=CC1 (1-(3-Bromo-benzyl)-4-methyl-piperazine). RXN SMILES: [CH3:1][N:2]1[CH2:7][CH2:6][NH:5][CH2:4][CH2:3]1.[Br:8][C:9]1[CH:10]=[C:11]([CH:14]=[CH:15][CH:16]=1)[CH2:12]Br>C1COCC1>[Br:8][C:9]1[CH:10]=[C:11]([CH:14]=[CH:15][CH:16]=1)[CH2:12][N:5]1[CH2:6][CH2:7][N:2]([CH3:1])[CH2:3][CH2:4]1. Procedure details: 0.30 g 1-Methylpiperazine in 2 ml THF were treated dropwise at RT with a solution of 0.5 g 3-bromobenzyl bromide in 3 ml THF. After stirring for 2 hrs, the mixture was heated to 60 C for 30 min. The solvent was evaporated and the residue chromatographed on silica using a gradient from heptane to heptane/dichloromethane/conc. ammonia (4/6/0.5). The reactants are Cc1nc2c(cc1Br)CC1CN(C(=O)OC(C)(C)C)CC(C)N21, [Li]C(C)(C)C, CN(C)C=O, CCOCC, [Cl-], [NH4+]. Yields the product Cc1nc2c(cc1C=O)CC1CN(C(=O)OC(C)(C)C)CC(C)N21. As a reaction SMILES: [C:1]([CH3:2])([CH3:3])([CH3:4])[O:5][C:6](=[O:7])[N:8]1[CH2:9][CH:10]2[CH2:11][c:12]3[cH:13][c:14]([Br:23])[c:15]([CH3:22])[n:16][c:17]3[N:18]2[CH:19]([CH3:21])[CH2:20]1.[C:24]([Li:25])([CH3:26])([CH3:27])[CH3:28].[CH3:29][N:30]([CH:31]=[O:32])[CH3:33].[CH3:36][CH2:37][O:38][CH2:39][CH3:40].[Cl-:34].[NH4+:35]>>[C:1]([CH3:2])([CH3:3])([CH3:4])[O:5][C:6](=[O:7])[N:8]1[CH2:9][CH:10]2[CH2:11][c:12]3[cH:13][c:14]([CH:31]=[O:32])[c:15]([CH3:22])[n:16][c:17]3[N:18]2[CH:19]([CH3:21])[CH2:20]1. Starting materials: BrC1=CC=C(C=C1)F (parabromofluorobezene), [Mg] (magnesium), Grignard reagent, Grignard reagent, ClP(C1=CC=CC=C1)(Cl)=O (dichlorophenylphosphine oxide). Run in C(C)OCC (ethylether), C(C)OCC (ethylether), C(C)OCC (ethylether). The product is FC1=CC=C(C=C1)P(C1=CC=CC=C1)(C1=CC=C(C=C1)F)=O (bis(4-fluorophenyl)phenylphosphine oxide). Yield: 82.0%. Reaction SMILES: [Mg].Br[C:3]1[CH:8]=[CH:7][C:6]([F:9])=[CH:5][CH:4]=1.Cl[P:11](=[O:19])(Cl)[C:12]1[CH:17]=[CH:16][CH:15]=[CH:14][CH:13]=1>C(OCC)C>[F:9][C:6]1[CH:7]=[CH:8][C:3]([P:11](=[O:19])([C:3]2[CH:8]=[CH:7][C:6]([F:9])=[CH:5][CH:4]=2)[C:12]2[CH:17]=[CH:16][CH:15]=[CH:14][CH:13]=2)=[CH:4][CH:5]=1. Reported procedure: A mixture of anhydrous ethylether and dried magnesium 5 g was put in a reaction vessel, into which a solution of parabromofluorobezene 35 g dissolved in anhydrous ethylether 50 ml subsequently was added slowly to prepare a Grignard reagent. Into this Grignard reagent, a solution of dichlorophenylphosphine oxide 19.5 g dissolved in anhydrous ethylether was added for a reaction. After performing the reaction, the solution was washed with distilled water and moisture was removed therefrom with a dr... Starting materials: C, CCO, [H][H], CCOC(=O)c1ccc([N+](=O)[O-])cc1NC1CCCCC1N1CCCC1, [Pd]. Yields the product CCOC(=O)c1ccc(N)cc1NC1CCCCC1N1CCCC1. As a reaction SMILES: [C:32].[CH3:29][CH2:30][OH:31].[H:1][H:2].[N+:3]([O-:4])(=[O:5])[c:6]1[cH:7][c:8]([NH:17][CH:18]2[CH:19]([N:24]3[CH2:25][CH2:26][CH2:27][CH2:28]3)[CH2:20][CH2:21][CH2:22][CH2:23]2)[c:9]([C:10](=[O:11])[O:12][CH2:13][CH3:14])[cH:15][cH:16]1.[Pd:33]>>[NH2:3][c:6]1[cH:7][c:8]([NH:17][CH:18]2[CH:19]([N:24]3[CH2:25][CH2:26][CH2:27][CH2:28]3)[CH2:20][CH2:21][CH2:22][CH2:23]2)[c:9]([C:10](=[O:11])[O:12][CH2:13][CH3:14])[cH:15][cH:16]1.